Dataset: the Open Reaction Database (ORD), a public repository of structured organic reaction records. Task: describe an organic reaction: reactants, conditions, products, and yield The reactants are N1=C(N=CC=C1)N1CCNCC1 (1-(2-pyrimidinyl)piperazine), C1(CCC(=O)O1)=O (succinic anhydride). Run in CN(C=O)C (dimethylformamide). The product is O=C(CCC(=O)O)N1CCN(CC1)C1=NC=CC=N1 (4-Oxo-4-(4-pyrimidin-2-ylpiperazin-1-yl)butanoic Acid). The yield is 70.7%. RXN SMILES: [N:1]1[CH:6]=[CH:5][CH:4]=[N:3][C:2]=1[N:7]1[CH2:12][CH2:11][NH:10][CH2:9][CH2:8]1.[C:13]1(=[O:19])[O:18][C:16](=[O:17])[CH2:15][CH2:14]1>CN(C)C=O>[O:19]=[C:13]([N:10]1[CH2:11][CH2:12][N:7]([C:2]2[N:3]=[CH:4][CH:5]=[CH:6][N:1]=2)[CH2:8][CH2:9]1)[CH2:14][CH2:15][C:16]([OH:18])=[O:17]. Reported procedure: A solution of 1-(2-pyrimidinyl)piperazine (3.28 g) and succinic anhydride (2.2 g) in dimethylformamide (15 ml) was stirred for 1 hour at room temperature. The reaction mixture was concentrated under reduced pressure and the concentrate was recrystallized from ethanol/ethyl ether to give the titled compound (3.73 g) as a colorless crystal. Reactants: N (ammonia), C(C)OC(CN1N=CC=2C(CCCC12)=NO)=O ((4-hydroxyimino-4,5,6,7-tetrahydro-indazol-1-yl)-acetic acid ethyl ester), C(#N)[BH3-].[Na+] (sodium cyanoborohydride), C(C)(=O)[O-].[NH4+] (ammonium acetate), [Cl-].[NH4+] (ammonium chloride), C11H17N3O2. The reagents and catalysts are [Cl-].[Ti+3].[Cl-].[Cl-] (titanium (III) chloride). Run in CO (methanol), O (water). Reaction conditions: time 2 hour. The product is C(C)OC(CN1N=CC=2C(CCCC12)N)=O ((4-Amino-4,5,6,7-tetrahydro-indazol-1-yl)-acetic acid ethyl ester). RXN SMILES: [CH2:1]([O:3][C:4](=[O:17])[CH2:5][N:6]1[C:14]2[CH2:13][CH2:12][CH2:11][C:10](=[N:15]O)[C:9]=2[CH:8]=[N:7]1)[CH3:2].C([BH3-])#N.[Na+].C([O-])(=O)C.[NH4+].N.[Cl-].[NH4+]>CO.[Cl-].[Ti+3].[Cl-].[Cl-].O>[CH2:1]([O:3][C:4](=[O:17])[CH2:5][N:6]1[C:14]2[CH2:13][CH2:12][CH2:11][CH:10]([NH2:15])[C:9]=2[CH:8]=[N:7]1)[CH3:2] |f:1.2,3.4,6.7,9.10.11.12|. Procedure: To a solution of (4-hydroxyimino-4,5,6,7-tetrahydro-indazol-1-yl)-acetic acid ethyl ester (132 mg, 0.59 mmol), sodium cyanoborohydride (110 mg, 1.76 mmol), and ammonium acetate (0.5 g, 7.2 mmol) in methanol (10 mL) was added titanium (III) chloride (0.99 mL, 20% wt in water, 1.68 mmol) dropwise. The reaction mixture was stirred at room temperature for 2 hours under an argon atmosphere. To the above mixture were added water (10 mL) and a solution of concentrated ammonia and saturated ammonium chl... Starting materials: CC(=O)OCC(O)CCl, ClCCl, C=COCC, Cc1ccc(S(=O)(=O)[O-])cc1, c1cc[nH+]cc1. Product: CCOC(C)OC(CCl)COC(C)=O. As a reaction SMILES: [C:1]([CH3:2])(=[O:3])[O:4][CH2:5][CH:6]([CH2:7][Cl:8])[OH:9].[CH2:32]([Cl:33])[Cl:34].[CH:10](=[CH2:11])[O:12][CH2:13][CH3:14].[c:15]1([CH3:16])[cH:17][cH:18][c:19]([S:20]([O-:21])(=[O:22])=[O:23])[cH:24][cH:25]1.[nH+:26]1[cH:27][cH:28][cH:29][cH:30][cH:31]1>>[C:1]([CH3:2])(=[O:3])[O:4][CH2:5][CH:6]([CH2:7][Cl:8])[O:9][CH:10]([CH3:11])[O:12][CH2:13][CH3:14]. The yield is 100.7%. Procedure details: A mixture of ethyl 2-(2,2,2-trichloroethoxycarbonylmethoxyimino)-3-oxobutyrate (20 g) and sulfuryl chloride (7.7 g) in acetic acid (20 ml) was stirred at 40° C. for 7 hours. After the reaction mixture was added to a mixture of water (100 ml) and methylene chloride (100 ml) with stirring, the separated organic layer was washed with 5% aqueous sodium bicarbonate and water, followed by drying over magnesium sulfate. Removal of the solvent gave ethyl 2-(2,2,2-trichloroethoxycarbonylmethoxyimino)-4-c... Product: ClC(COC(=O)CON=C(C(=O)OCC)C(CCl)=O)(Cl)Cl (ethyl 2-(2,2,2-trichloroethoxycarbonylmethoxyimino)-4-chloro-3-oxobutyrate). Reaction conditions: temperature 40 celsius, time 7 hour. Run in C(C)(=O)O (acetic acid). RXN SMILES: [Cl:1][C:2]([Cl:20])([Cl:19])[CH2:3][O:4][C:5]([CH2:7][O:8][N:9]=[C:10]([C:16](=[O:18])[CH3:17])[C:11]([O:13][CH2:14][CH3:15])=[O:12])=[O:6].S(Cl)([Cl:24])(=O)=O.O.C(Cl)Cl>C(O)(=O)C>[Cl:1][C:2]([Cl:19])([Cl:20])[CH2:3][O:4][C:5]([CH2:7][O:8][N:9]=[C:10]([C:16](=[O:18])[CH2:17][Cl:24])[C:11]([O:13][CH2:14][CH3:15])=[O:12])=[O:6]. Starting materials: ClC(COC(=O)CON=C(C(=O)OCC)C(C)=O)(Cl)Cl (ethyl 2-(2,2,2-trichloroethoxycarbonylmethoxyimino)-3-oxobutyrate), S(=O)(=O)(Cl)Cl (sulfuryl chloride), O (water), C(Cl)Cl (methylene chloride).